Task: describe an organic reaction: reactants, conditions, products, and yield. Dataset: the Open Reaction Database (ORD), a public repository of structured organic reaction records Reactants: C(=O)C1=CC=C(C=C1)S(=O)(=O)N1[C@@H](CCC1)C(=O)O ((2S)-1-(4-formylphenyl)sulfonylpyrrolidine-2-carboxylic acid), ClC=1C=[N+](C=C(C1C[C@H](O)C1=CC(=C(C=C1)OC)OC)Cl)[O-] ((1S)-2-(3,5-dichloro-1-oxido-pyridin-1-ium-4-yl)-1-(3,4-dimethoxyphenyl)ethanol), C(CCl)Cl (EDC). Reagents/catalysts: CN(C)C=1C=CN=CC1 (DMAP). Run in CN(C)C=O (DMF). Run at time 18 hour. Yields the product ClC=1C=[N+](C=C(C1C[C@@H](C1=CC(=C(C=C1)OC)OC)OC(=O)[C@H]1N(CCC1)S(=O)(=O)C1=CC=C(C=C1)C=O)Cl)[O-] ([(1S)-2-(3,5-dichloro-1-oxido-pyridin-1-ium-4-yl)-1-(3,4-dimethoxyphenyl)ethyl](2S)-1-(4-formylphenyl)sulfonylpyrrolidine-2-carboxylate). The yield is 54.6%. As a reaction SMILES: [CH:1]([C:3]1[CH:8]=[CH:7][C:6]([S:9]([N:12]2[CH2:16][CH2:15][CH2:14][C@H:13]2[C:17]([OH:19])=[O:18])(=[O:11])=[O:10])=[CH:5][CH:4]=1)=[O:2].[Cl:20][C:21]1[CH:22]=[N+:23]([O-:41])[CH:24]=[C:25]([Cl:40])[C:26]=1[CH2:27][C@@H:28]([C:30]1[CH:35]=[CH:34][C:33]([O:36][CH3:37])=[C:32]([O:38][CH3:39])[CH:31]=1)O.C(Cl)CCl>CN(C=O)C.CN(C1C=CN=CC=1)C>[Cl:40][C:25]1[CH:24]=[N+:23]([O-:41])[CH:22]=[C:21]([Cl:20])[C:26]=1[CH2:27][C@H:28]([O:18][C:17]([C@@H:13]1[CH2:14][CH2:15][CH2:16][N:12]1[S:9]([C:6]1[CH:5]=[CH:4][C:3]([CH:1]=[O:2])=[CH:8][CH:7]=1)(=[O:10])=[O:11])=[O:19])[C:30]1[CH:35]=[CH:34][C:33]([O:36][CH3:37])=[C:32]([O:38][CH3:39])[CH:31]=1. Reported procedure: To a stirred solution of (2S)-1-(4-formylphenyl)sulfonylpyrrolidine-2-carboxylic acid (283 mg, 1 mmol) in DMF (15 mL) was added (1S)-2-(3,5-dichloro-1-oxido-pyridin-1-ium-4-yl)-1-(3,4-dimethoxyphenyl)ethanol (344 mg, 1 mmol), followed by DMAP (60 mg, 0.5 mmol) and EDC (385 mg, 2 mmol). The mixture was allowed to stir at room temperature for 18 hours and then the solvent was removed in vacuo. The residue was partitioned between ethyl acetate (15 mL) and saturated sodium bicarbonate solution (15 m... Product: C=CCC(NC(=O)C(C)(C)C)C(=O)OCC. The reactants are CCOC(=O)CNC(=O)C(C)(C)C, C=CCBr, C1CCOC1, C[Si](C)(C)[N-][Si](C)(C)C, [Li+]. RXN SMILES: [CH2:1]([CH3:2])[O:3][C:4]([CH2:5][NH:6][C:7]([C:8]([CH3:9])([CH3:10])[CH3:11])=[O:12])=[O:13].[CH2:24]([CH:25]=[CH2:26])[Br:27].[CH2:28]1[O:29][CH2:30][CH2:31][CH2:32]1.[CH3:14][Si:15]([CH3:16])([CH3:17])[N-:18][Si:19]([CH3:20])([CH3:21])[CH3:22].[Li+:23]>>[CH2:1]([CH3:2])[O:3][C:4]([CH:5]([NH:6][C:7]([C:8]([CH3:9])([CH3:10])[CH3:11])=[O:12])[CH2:26][CH:25]=[CH2:24])=[O:13]. The reactants are FC(C1=NC2=C(N1C1=NC(=NC(=N1)N1CCOCC1)N1CCC(CC1)NS(=O)(=O)C)C=CC=C2OC)F (N-{1-[4-[2-(difluoromethyl)-4-methoxy-1H-benzimidazol-1-yl]-6-(4-morpholinyl)-1,3,5-triazin-2-yl]-4-piperidinyl}methanesulfonamide), C(=O)([O-])[O-].[K+].[K+] (K2CO3), BrCCCO (3-bromo-1-propanol). The solvent is O (water), CN(C)C=O (DMF). Conditions: temperature 20 celsius, time 7 day. Product: FC(C1=NC2=C(N1C1=NC(=NC(=N1)N1CCOCC1)N1CCC(CC1)N(S(=O)(=O)C)CCCO)C=CC=C2OC)F (N-{1-[4-[2-(difluoromethyl)-4-methoxy-1H-benzimidazol-1-yl]-6-(4-morpholinyl)-1,3,5-triazin-2-yl]-4-piperidinyl}-N-(3-hydroxypropyl)methanesulfonamide). The yield is 49.0%. RXN SMILES: [F:1][CH:2]([F:37])[C:3]1[N:7]([C:8]2[N:13]=[C:12]([N:14]3[CH2:19][CH2:18][O:17][CH2:16][CH2:15]3)[N:11]=[C:10]([N:20]3[CH2:25][CH2:24][CH:23]([NH:26][S:27]([CH3:30])(=[O:29])=[O:28])[CH2:22][CH2:21]3)[N:9]=2)[C:6]2[CH:31]=[CH:32][CH:33]=[C:34]([O:35][CH3:36])[C:5]=2[N:4]=1.C([O-])([O-])=O.[K+].[K+].Br[CH2:45][CH2:46][CH2:47][OH:48]>CN(C=O)C.O>[F:37][CH:2]([F:1])[C:3]1[N:7]([C:8]2[N:13]=[C:12]([N:14]3[CH2:15][CH2:16][O:17][CH2:18][CH2:19]3)[N:11]=[C:10]([N:20]3[CH2:21][CH2:22][CH:23]([N:26]([CH2:45][CH2:46][CH2:47][OH:48])[S:27]([CH3:30])(=[O:29])=[O:28])[CH2:24][CH2:25]3)[N:9]=2)[C:6]2[CH:31]=[CH:32][CH:33]=[C:34]([O:35][CH3:36])[C:5]=2[N:4]=1 |f:1.2.3|. Procedure details: To a mixture of N-{1-[4-[2-(difluoromethyl)-4-methoxy-1H-benzimidazol-1-yl]-6-(4-morpholinyl)-1,3,5-triazin-2-yl]-4-piperidinyl}methanesulfonamide (Example 17) (1.95 g, 3.62 mmol) and K2CO3 (6 g, excess) in DMF (20 mL) was added 3-bromo-1-propanol (4 mL, excess). The reaction mixture was stirred at 20° C. for 7 days and diluted with water. The resulting sticky material was extracted into CH2Cl2 (4×30 mL) and dried (Na2SO4). Evaporation of the solvent and the chromatography of the residue on sili... Reactants: [BH3-]C#N.[Na+] (NaBH3CN), O1COC2=C1C=CC(=C2)C2(CC2)C(=O)NC=2C=C1CC(NC1=CC2F)C(C)(C)C (1-(benzo[d][1,3]dioxol-5-yl)-N-(2-tert-butyl-6-fluoroindolin-5-yl)cyclopropanecarboxamide), C(=O)C=O (glyoxal), O (water). Solvent: CO (MeOH), C(C)(=O)O (acetic acid), CC#N.O (CH3CN—H2O). The product is O1COC2=C1C=CC(=C2)C2(CC2)C(=O)NC=2C=C1C=C(N(C1=CC2F)CCO)C(C)(C)C (1-(benzo[d][1,3]dioxol-5-yl)-N-(2-tert-butyl-6-fluoro-1-(2-hydroxyethyl)-1H-indol-5-yl)cyclopropanecarboxamide). RXN SMILES: [O:1]1[C:5]2[CH:6]=[CH:7][C:8]([C:10]3([C:13]([NH:15][C:16]4[CH:17]=[C:18]5[C:22](=[CH:23][C:24]=4[F:25])[NH:21][CH:20]([C:26]([CH3:29])([CH3:28])[CH3:27])[CH2:19]5)=[O:14])[CH2:12][CH2:11]3)=[CH:9][C:4]=2[O:3][CH2:2]1.[CH:30]([CH:32]=O)=[O:31].O.[BH3-]C#N.[Na+]>CO.CC#N.O.C(O)(=O)C>[O:1]1[C:5]2[CH:6]=[CH:7][C:8]([C:10]3([C:13]([NH:15][C:16]4[CH:17]=[C:18]5[C:22](=[CH:23][C:24]=4[F:25])[N:21]([CH2:32][CH2:30][OH:31])[C:20]([C:26]([CH3:29])([CH3:28])[CH3:27])=[CH:19]5)=[O:14])[CH2:12][CH2:11]3)=[CH:9][C:4]=2[O:3][CH2:2]1 |f:3.4,6.7|. Procedure: To a solution of 1-(benzo[d][1,3]dioxol-5-yl)-N-(2-tert-butyl-6-fluoroindolin-5-yl)cyclopropanecarboxamide (340 mg, 0.86 mmol) in anhydrous MeOH (5.7 mL) containing 1% of acetic acid was added glyoxal 40% in water (0.60 mL, 5.2 mmol) at room temperature under N2. After 20 mm of stirring, NaBH3CN (120 mg, 1.9 mmol) was added in one portion and the reaction mixture was stirred overnight at room temperature. The solvent was removed under reduced pressure and the residue obtained was purified by col... Reactants: COc1cc2nccc(Oc3ccc(N)cc3)c2cc1OC, Cc1ccccc1, O=C=Nc1ccc(Cl)cc1Cl. Product: COc1cc2nccc(Oc3ccc(NC(=O)Nc4ccc(Cl)cc4Cl)cc3)c2cc1OC. RXN SMILES: [CH3:1][O:2][c:3]1[cH:4][c:5]2[c:6]([O:15][c:16]3[cH:17][cH:18][c:19]([NH2:22])[cH:20][cH:21]3)[cH:7][cH:8][n:9][c:10]2[cH:11][c:12]1[O:13][CH3:14].[CH3:34][c:35]1[cH:36][cH:37][cH:38][cH:39][cH:40]1.[Cl:23][c:24]1[c:25]([N:31]=[C:32]=[O:33])[cH:26][cH:27][c:28]([Cl:30])[cH:29]1>>[CH3:1][O:2][c:3]1[cH:4][c:5]2[c:6]([O:15][c:16]3[cH:17][cH:18][c:19]([NH:22][C:32]([NH:31][c:25]4[c:24]([Cl:23])[cH:29][c:28]([Cl:30])[cH:27][cH:26]4)=[O:33])[cH:20][cH:21]3)[cH:7][cH:8][n:9][c:10]2[cH:11][c:12]1[O:13][CH3:14].